describe an organic reaction: reactants, conditions, products, and yield From a dataset of the Open Reaction Database (ORD), a public repository of structured organic reaction records. Reactants: C1(CC1)B(O)O (Cyclopropylboronic acid), [O-]P(=O)([O-])[O-].[K+].[K+].[K+] (potassium phosphate tribasic), BrC1=NC=CC=C1OC(F)F (2-bromo-3-difluoromethoxypyridine), C1(CCCCC1)P(C1CCCCC1)C1CCCCC1 (tricyclohexylphosphine). Reagents/catalysts: C(C)(=O)[O-].[Pd+2].C(C)(=O)[O-] (palladium acetate). Reaction conditions: temperature 80 celsius, time 30 minute. Yields the product C1(CC1)C1=NC=CC=C1OC(F)F (2-Cyclopropyl-3-(difluoromethoxy)pyridine). The yield is 59.0%. Reaction SMILES: [CH:1]1(B(O)O)[CH2:3][CH2:2]1.[O-]P([O-])([O-])=O.[K+].[K+].[K+].Br[C:16]1[C:21]([O:22][CH:23]([F:25])[F:24])=[CH:20][CH:19]=[CH:18][N:17]=1.C1(P(C2CCCCC2)C2CCCCC2)CCCCC1>C([O-])(=O)C.[Pd+2].C([O-])(=O)C>[CH:1]1([C:16]2[C:21]([O:22][CH:23]([F:25])[F:24])=[CH:20][CH:19]=[CH:18][N:17]=2)[CH2:3][CH2:2]1 |f:1.2.3.4,7.8.9|. Reported procedure: Cyclopropylboronic acid (383 mg, 4.5 mmol) and potassium phosphate tribasic (1.89 g, 8.9 mmol) were added to a solution of 2-bromo-3-difluoromethoxypyridine (Preparation 102, 570 mg, 2.5 mmol). The mixture was heated to 80° C. and degassed thoroughly by bubbling nitrogen through the mixture. After 30 minutes, the reaction was heated to 95° C. and tricyclohexylphosphine (84 mg, 0.30 mmol) was added followed by palladium acetate (32 mg, 0.14 mmol). The reaction was stirred at 95° C. for 18 hours t... The reactants are Sc1cccc(Br)c1, C1CCOC1, ClCc1csc(-c2ccccc2)n1, [H-], N#N, [Na+]. Product: Brc1cccc(SCc2csc(-c3ccccc3)n2)c1. RXN SMILES: [Br:5][c:6]1[cH:7][c:8]([SH:12])[cH:9][cH:10][cH:11]1.[CH2:26]1[O:27][CH2:28][CH2:29][CH2:30]1.[Cl:13][CH2:14][c:15]1[n:16][c:17](-[c:20]2[cH:21][cH:22][cH:23][cH:24][cH:25]2)[s:18][cH:19]1.[H-:2].[N:3]#[N:4].[Na+:1]>>[Br:5][c:6]1[cH:7][c:8]([S:12][CH2:14][c:15]2[n:16][c:17](-[c:20]3[cH:21][cH:22][cH:23][cH:24][cH:25]3)[s:18][cH:19]2)[cH:9][cH:10][cH:11]1. As a reaction SMILES: CCN(C(C)C)C(C)C.[C:10]([C:12]1[N:17]=[N:16][C:15]([N:18]([CH2:26][C:27]2([C:31]3[C:36]([F:37])=[CH:35][CH:34]=[CH:33][N:32]=3)[CH2:30][CH2:29][CH2:28]2)[C:19](=[O:25])[O:20][C:21]([CH3:24])([CH3:23])[CH3:22])=[CH:14][CH:13]=1)#[N:11].[SH2:38]>CN1C(=O)CCC1>[C:10]([C:12]1[N:17]=[N:16][C:15]([N:18]([CH2:26][C:27]2([C:31]3[C:36]([F:37])=[CH:35][CH:34]=[CH:33][N:32]=3)[CH2:30][CH2:29][CH2:28]2)[C:19](=[O:25])[O:20][C:21]([CH3:24])([CH3:23])[CH3:22])=[CH:14][CH:13]=1)(=[S:38])[NH2:11]. Yields the product C(N)(=S)C1=CC=C(N=N1)N(C(OC(C)(C)C)=O)CC1(CCC1)C1=NC=CC=C1F (t-butyl 6-carbamothioylpyridazin-3-yl((1-(3-fluoropyridin-2-yl)cyclobutyl)methyl)carbamate). Reported procedure: NMP (40 mL) and DIPEA (10 mL) were added to t-butyl 6-cyanopyridazin-3-yl((1-(3-fluoropyridin-2-yl)cyclobutyl)methyl)carbamate (3.9 g, 10 mmol), and hydrogen sulfide was bubbled through the reaction mixture for 2 h. The reaction was diluted with water, and the resultant yellow solid was filtered and dried under vacuum to give 2.1 g of t-butyl 6-carbamothioylpyridazin-3-yl((1-(3-fluoropyridin-2-yl)cyclobutyl)methyl)carbamate as a yellow solid. Starting materials: CCN(C(C)C)C(C)C (DIPEA), C(#N)C1=CC=C(N=N1)N(C(OC(C)(C)C)=O)CC1(CCC1)C1=NC=CC=C1F (t-butyl 6-cyanopyridazin-3-yl((1-(3-fluoropyridin-2-yl)cyclobutyl)methyl)carbamate), S (hydrogen sulfide). Run in CN1CCCC1=O (NMP).